Dataset: the Open Reaction Database (ORD), a public repository of structured organic reaction records. Task: describe an organic reaction: reactants, conditions, products, and yield Reactants: O=C([O-])[O-], CCCCOC(=O)N1CCN(C(=O)CNC(=O)c2cc(O)n(-c3ccccc3)n2)CC1, CC(Br)C(=O)OCc1ccccc1, CCOC(C)=O, [Cs+], [Cs+], CN(C)C=O. Product: CCCCOC(=O)N1CCN(C(=O)CNC(=O)c2cc(OC(C)C(=O)OCc3ccccc3)n(-c3ccccc3)n2)CC1. Reaction SMILES: [C:45](=[O:46])([O-:47])[O-:48].[CH2:1]([CH2:2][CH2:3][CH3:4])[O:5][C:6](=[O:7])[N:8]1[CH2:9][CH2:10][N:11]([C:14]([CH2:15][NH:16][C:17](=[O:18])[c:19]2[n:20][n:21](-[c:25]3[cH:26][cH:27][cH:28][cH:29][cH:30]3)[c:22]([OH:24])[cH:23]2)=[O:31])[CH2:12][CH2:13]1.[CH2:32]([c:33]1[cH:34][cH:35][cH:36][cH:37][cH:38]1)[O:39][C:40]([CH:41]([CH3:42])[Br:43])=[O:44].[CH3:56][CH2:57][O:58][C:59](=[O:60])[CH3:61].[Cs+:49].[Cs+:50].[O:51]=[CH:52][N:53]([CH3:54])[CH3:55]>>[CH2:1]([CH2:2][CH2:3][CH3:4])[O:5][C:6](=[O:7])[N:8]1[CH2:9][CH2:10][N:11]([C:14]([CH2:15][NH:16][C:17](=[O:18])[c:19]2[n:20][n:21](-[c:25]3[cH:26][cH:27][cH:28][cH:29][cH:30]3)[c:22]([O:24][CH:41]([C:40]([O:39][CH2:32][c:33]3[cH:34][cH:35][cH:36][cH:37][cH:38]3)=[O:44])[CH3:42])[cH:23]2)=[O:31])[CH2:12][CH2:13]1. Reactants: OCc1cc(Br)cnc1Cl, O=C([O-])[O-], COCCOC, [Na+], [Na+], OB(O)c1ccc2nccc(N3CCOCC3)c2c1, O. The product is OCc1cc(-c2ccc3nccc(N4CCOCC4)c3c2)cnc1Cl. Reaction SMILES: [Br:26][c:27]1[cH:28][c:29]([CH2:34][OH:35])[c:30]([Cl:33])[n:31][cH:32]1.[C:20](=[O:21])([O-:22])[O-:23].[CH3:36][O:37][CH2:38][CH2:39][O:40][CH3:41].[Na+:24].[Na+:25].[O:1]1[CH2:2][CH2:3][N:4]([c:7]2[cH:8][cH:9][n:10][c:11]3[cH:12][cH:13][c:14]([B:17]([OH:18])[OH:19])[cH:15][c:16]23)[CH2:5][CH2:6]1.[OH2:42]>>[O:1]1[CH2:2][CH2:3][N:4]([c:7]2[cH:8][cH:9][n:10][c:11]3[cH:12][cH:13][c:14](-[c:27]4[cH:28][c:29]([CH2:34][OH:35])[c:30]([Cl:33])[n:31][cH:32]4)[cH:15][c:16]23)[CH2:5][CH2:6]1. Starting materials: CC(C)(C)[O-], CS(C)=O, Cc1c(C(=O)O)ccc(S(C)(=O)=O)c1C1=NOC(CCl)C1, Cl, [K+]. The product is Cc1c(C(=O)O)ccc(S(C)(=O)=O)c1C1=NOC2CC12. As a reaction SMILES: [CH3:1][C:2]([CH3:3])([O-:4])[CH3:5].[CH3:29][S:30](=[O:31])[CH3:32].[CH3:7][c:8]1[c:9]([C:10](=[O:11])[OH:12])[cH:13][cH:14][c:15]([S:24](=[O:25])(=[O:26])[CH3:27])[c:16]1[C:17]1=[N:18][O:19][CH:20]([CH2:22][Cl:23])[CH2:21]1.[ClH:28].[K+:6]>>[CH3:7][c:8]1[c:9]([C:10](=[O:11])[OH:12])[cH:13][cH:14][c:15]([S:24](=[O:25])(=[O:26])[CH3:27])[c:16]1[C:17]1=[N:18][O:19][CH:20]2[CH:21]1[CH2:22]2.